Dataset: the Open Reaction Database (ORD), a public repository of structured organic reaction records. Task: describe an organic reaction: reactants, conditions, products, and yield The reactants are CCOc1cnn(C(C)(C)C)c(=O)c1C, OCCO, [K+], [OH-], O. Product: Cc1c(O)cnn(C(C)(C)C)c1=O. RXN SMILES: [C:1]([CH3:2])([CH3:3])([CH3:4])[n:5]1[n:6][cH:7][c:8]([O:13][CH2:14][CH3:15])[c:9]([CH3:12])[c:10]1=[O:11].[CH2:18]([OH:19])[CH2:20][OH:21].[K+:17].[OH-:16].[OH2:22]>>[C:1]([CH3:2])([CH3:3])([CH3:4])[n:5]1[n:6][cH:7][c:8]([OH:13])[c:9]([CH3:12])[c:10]1=[O:11].